This data is from the Open Reaction Database (ORD), a public repository of structured organic reaction records. The task is: describe an organic reaction: reactants, conditions, products, and yield Yields the product COc1ccc(C(=O)Nc2ccccc2)cc1NS(=O)(=O)c1sc(NC(C)=O)nc1C. As a reaction SMILES: [C:1]([CH3:2])(=[O:3])[NH:4][c:5]1[s:6][c:7]([S:11](=[O:12])(=[O:13])[Cl:14])[c:8]([CH3:10])[n:9]1.[NH2:15][c:16]1[cH:17][c:18]([C:19](=[O:20])[NH:21][c:22]2[cH:23][cH:24][cH:25][cH:26][cH:27]2)[cH:28][cH:29][c:30]1[O:31][CH3:32]>>[C:1]([CH3:2])(=[O:3])[NH:4][c:5]1[s:6][c:7]([S:11](=[O:12])(=[O:13])[NH:15][c:16]2[cH:17][c:18]([C:19](=[O:20])[NH:21][c:22]3[cH:23][cH:24][cH:25][cH:26][cH:27]3)[cH:28][cH:29][c:30]2[O:31][CH3:32])[c:8]([CH3:10])[n:9]1. Starting materials: CC(=O)Nc1nc(C)c(S(=O)(=O)Cl)s1, COc1ccc(C(=O)Nc2ccccc2)cc1N. Starting materials: C(C)(C)(C)OC([C@@H](NC(C(CCCNC(=O)OCC1=CC=C(C=C1)OC)CSC(C)=O)=O)CCCCNC(=O)OC(C)(C)C)=O (Nα -[2-acetylthiomethyl-5-(p-methoxybenzyloxycarbonylamino)pentanoyl]-Nε -tert-butyloxycarbonyl-L-lysine tert-butyl ester), FC(C(=O)O)(F)F (trifluoroacetic acid). Yields the product FC(C(=O)O)(F)F.C(C)(=O)SCC(C(=O)N[C@@H](CCCCN)C(=O)O)CCCN (Nα -(2-acetylthiomethyl-5-aminopentanoyl)-L-lysine trifluoroacetate). As a reaction SMILES: C([O:5][C:6](=[O:45])[C@H:7]([CH2:33][CH2:34][CH2:35][CH2:36][NH:37]C(OC(C)(C)C)=O)[NH:8][C:9](=[O:32])[CH:10]([CH2:27][S:28][C:29](=[O:31])[CH3:30])[CH2:11][CH2:12][CH2:13][NH:14]C(OCC1C=CC(OC)=CC=1)=O)(C)(C)C.[F:46][C:47]([F:52])([F:51])[C:48]([OH:50])=[O:49]>>[F:46][C:47]([F:52])([F:51])[C:48]([OH:50])=[O:49].[C:29]([S:28][CH2:27][CH:10]([CH2:11][CH2:12][CH2:13][NH2:14])[C:9]([NH:8][C@H:7]([C:6]([OH:45])=[O:5])[CH2:33][CH2:34][CH2:35][CH2:36][NH2:37])=[O:32])(=[O:31])[CH3:30] |f:2.3|. Procedure details: A solution of Nα -[2-acetylthiomethyl-5-(p-methoxybenzyloxycarbonylamino)pentanoyl]-Nε -tert-butyloxycarbonyl-L-lysine tert-butyl ester (1 g) in trifluoroacetic acid (5 ml) is stored at room temperature for 1 hour and then concentrated to dryness in vacuo to yield Nα -(2-acetylthiomethyl-5-aminopentanoyl)-L-lysine trifluoroacetate. The reactants are ClC1=C2C(NC(=N1)NC(C(C)(C)C)=O)=NC=C2 (4-Chloro-2-trimethylacetamido-pyrrolo[2.3-d]pyrimidine), IN1C(CCC1=O)=O (N-iodosuccinimide). The solvent is C1CCOC1 (THF). Run at time 1 hour. The product is ClC1=C2C(NC(=N1)NC(C(C)(C)C)=O)=NC=C2I (4-Chloro-5-iodo-2-trimethylacetamido-pyrrolo[2,3-d]pyrimidine). Yield: 78.8%. Reaction SMILES: [Cl:1][C:2]1[N:7]=[C:6]([NH:8][C:9](=[O:14])[C:10]([CH3:13])([CH3:12])[CH3:11])[NH:5][C:4]2=[N:15][CH:16]=[CH:17][C:3]=12.[I:18]N1C(=O)CCC1=O>C1COCC1>[Cl:1][C:2]1[N:7]=[C:6]([NH:8][C:9](=[O:14])[C:10]([CH3:13])([CH3:11])[CH3:12])[NH:5][C:4]2=[N:15][CH:16]=[C:17]([I:18])[C:3]=12. Procedure details: 4-Chloro-2-trimethylacetamido-pyrrolo[2,3-d]pyrimidine (9a, 10.9 g, 43.24 mmol) was dissolved in anhydrous THF (120 mL) under nitrogen. After the addition of N-iodosuccinimide (10.7 g, 47.56 mmol), the mixture was stirred at RT for 1 h. The solvent was then removed in vacuo. The residue dissolved in EtOAc (100 mL) and washed with 1 M sodium thiosulfate (3×100 mL). Column chromatography purification (2% MeOH in DCM, isocratic) yielded 9b (12.9 g). Reactants: ClCCl, O=C(O)C(F)(F)F, CC(C)(C)OC(=O)N1CCC(O)C(CNC(=O)OCc2ccccc2)C1. Product: O=C(NCC1CNCCC1O)OCc1ccccc1. As a reaction SMILES: [Cl:34][CH2:35][Cl:36].[F:27][C:28]([F:29])([F:30])[C:31]([OH:32])=[O:33].[OH:1][CH:2]1[CH:3]([CH2:15][NH:16][C:17](=[O:18])[O:19][CH2:20][c:21]2[cH:22][cH:23][cH:24][cH:25][cH:26]2)[CH2:4][N:5]([C:8]([O:9][C:10]([CH3:11])([CH3:12])[CH3:13])=[O:14])[CH2:6][CH2:7]1>>[OH:1][CH:2]1[CH:3]([CH2:15][NH:16][C:17](=[O:18])[O:19][CH2:20][c:21]2[cH:22][cH:23][cH:24][cH:25][cH:26]2)[CH2:4][NH:5][CH2:6][CH2:7]1. The reactants are esters, C(CO)O (ethylene glycol), C(CCCCCCCCC)(=O)O (Decanoic acid), C(CCCCCCCCCCC)(=O)O (dodecanoic acid), C(CCCCCCCCCCCCC)(=O)O (tetradecanoic acid), C12 and C14 acids. Reagents/catalysts: H2 SO4. The solvent is ClCCl (dichloromethane). Conditions: time 9 day. Yields the product C(CCCCCCCC)(=O)OCCO (ethylene glycol monopelargonate). RXN SMILES: [C:1]([OH:12])(=[O:11])[CH2:2][CH2:3][CH2:4][CH2:5][CH2:6][CH2:7][CH2:8][CH2:9]C.[C:13](O)(=[O:25])[CH2:14]CCCCCCCCCC.C(O)(=O)CCCCCCCCCCCCC.C(O)CO>ClCCl>[C:1]([O:12][CH2:14][CH2:13][OH:25])(=[O:11])[CH2:2][CH2:3][CH2:4][CH2:5][CH2:6][CH2:7][CH2:8][CH3:9]. Reported procedure: Decanoic acid (C10 acid), dodecanoic acid (C12 acid), and tetradecanoic acid (C14 acid)--each of 100 mmol of C10, C12 and C14 acids were dissolved in 50 ml dichloromethane, and 300 mmol of ethylene glycol were added to the solutions. Several drops of H2 SO4 were added to the mixture. The reaction mixtures were stored at room temperature for 9 days. Isolation of the esters were carried out using the same procedure as that to isolate ethylene glycol monopelargonate. Starting materials: [BH4-].[Na+] (Sodium borohydride), ClC=1C=CC=2N(N1)C(=CN2)C(=O)C=2C=C1C=CC=NC1=CC2 ((6-chloro-imidazo[1,2-b]pyridazin-3-yl)-quinolin-6-yl-methanone), O (Water). Run in C(C)O (ethanol). Run at time 4 hour. Product: ClC=1C=CC=2N(N1)C(=CN2)C(O)C=2C=C1C=CC=NC1=CC2 ((rac)-(6-Chloro-imidazo[1,2-b]pyridazin-3-yl)-quinolin-6-yl-methanol). As a reaction SMILES: [BH4-].[Na+].[Cl:3][C:4]1[CH:5]=[CH:6][C:7]2[N:8]([C:10]([C:13]([C:15]3[CH:16]=[C:17]4[C:22](=[CH:23][CH:24]=3)[N:21]=[CH:20][CH:19]=[CH:18]4)=[O:14])=[CH:11][N:12]=2)[N:9]=1.O>C(O)C>[Cl:3][C:4]1[CH:5]=[CH:6][C:7]2[N:8]([C:10]([CH:13]([C:15]3[CH:16]=[C:17]4[C:22](=[CH:23][CH:24]=3)[N:21]=[CH:20][CH:19]=[CH:18]4)[OH:14])=[CH:11][N:12]=2)[N:9]=1 |f:0.1|. Procedure: Sodium borohydride (103 mg, 2.62 mmol) was added to a solution of (6-chloro-imidazo[1,2-b]pyridazin-3-yl)-quinolin-6-yl-methanone (Stage 1.2, 1.62 g, 5.25 mmol) in ethanol (17 mL) and the solution was stirred at rt for 4 h. Water was then added and the mixture extracted with 9:1 DCM/MeOH. The organic extracts were dried, filtered and concentrated to afford the title compound as a brown solid (tR 1.0 min (conditions 1), MH+=311).